describe an organic reaction: reactants, conditions, products, and yield From a dataset of the Open Reaction Database (ORD), a public repository of structured organic reaction records. RXN SMILES: [C:3]([Si:4]([CH3:5])([CH3:6])[O:8][CH:9]([CH3:10])[c:11]1[o:12][c:13]([CH2:16][n:17]2[n:18][c:19]([NH:22][C:23](=[O:24])[c:25]3[n:26][cH:27][o:28][c:29]3-[c:30]3[cH:31][cH:32][cH:33][cH:34][cH:35]3)[cH:20][cH:21]2)[cH:14][n:15]1)([CH3:7])([CH3:36])[CH3:37].[CH2:39]([N+:40]([CH2:41][CH2:42][CH2:43][CH3:44])([CH2:45][CH2:46][CH2:47][CH3:48])[CH2:49][CH2:50][CH2:51][CH3:52])[CH2:53][CH2:54][CH3:55].[CH2:56]1[O:57][CH2:58][CH2:59][CH2:60]1.[F-:38].[N:1]#[N:2]>>[OH:8][CH:9]([CH3:10])[c:11]1[o:12][c:13]([CH2:16][n:17]2[n:18][c:19]([NH:22][C:23](=[O:24])[c:25]3[n:26][cH:27][o:28][c:29]3-[c:30]3[cH:31][cH:32][cH:33][cH:34][cH:35]3)[cH:20][cH:21]2)[cH:14][n:15]1. Starting materials: CC(O[Si](C)(C)C(C)(C)C)c1ncc(Cn2ccc(NC(=O)c3ncoc3-c3ccccc3)n2)o1, CCCC[N+](CCCC)(CCCC)CCCC, C1CCOC1, [F-], N#N. The product is CC(O)c1ncc(Cn2ccc(NC(=O)c3ncoc3-c3ccccc3)n2)o1. Reaction conditions: time 1 hour. As a reaction SMILES: [C:1]([C:3]1[N:8]=[CH:7][C:6](N[C@@H]2CCCC[C@@H]2NC(=O)OC(C)(C)C)=[CH:5][C:4]=1[NH:24][C:25]1[CH:30]=[C:29]([C:31]2[C:32]([CH3:36])=[N:33][O:34][CH:35]=2)[CH:28]=[C:27]([CH3:37])[N:26]=1)#[N:2].C(O)(C(F)(F)F)=O>C(Cl)Cl>[CH3:37][C:27]1[N:26]=[C:25]([NH:24][C:4]2[C:3]([C:1]#[N:2])=[N:8][CH:7]=[CH:6][CH:5]=2)[CH:30]=[C:29]([C:31]2[C:32]([CH3:36])=[N:33][O:34][CH:35]=2)[CH:28]=1. Yields the product CC1=CC(=CC(=N1)NC=1C(=NC=CC1)C#N)C=1C(=NOC1)C (3-(6-methyl-4-(3-methylisoxazol-4-yl)pyridin-2-ylamino)picolinonitrile). Run in C(Cl)Cl (DCM). Procedure: To tert-butyl (1S,2R)-2-(6-cyano-5-(6-methyl-4-(3-methylisoxazol-4-yl)pyridin-2-ylamino)pyridin-3-ylamino)cyclohexylcarbamate (50 mg, 0.099 mmol) in DCM (1 ml) was added TFA (1.0 ml, 13 mmol). The reaction mixture was stirred at ambient temperature for 1 hour. The reaction mixture was concentrated under reduced pressure to give 54(1R,2S)-2-aminocyclohexylamino)-3-(6-methyl-4-(3-methylisoxazol-4-yl)pyridin-2-ylamino)picolinonitrile. MS ESI calc'd. for C22H26N7O [M+H]+ 404. found 404. Reactants: C(#N)C1=C(C=C(C=N1)N[C@H]1[C@H](CCCC1)NC(OC(C)(C)C)=O)NC1=NC(=CC(=C1)C=1C(=NOC1)C)C (tert-butyl (1S,2R)-2-(6-cyano-5-(6-methyl-4-(3-methylisoxazol-4-yl)pyridin-2-ylamino)pyridin-3-ylamino)cyclohexylcarbamate), C(=O)(C(F)(F)F)O (TFA). Starting materials: CCO, O=Cc1ccccc1Cl, Cl, NO, [Na+], [OH-], O. Product: ON=Cc1ccccc1Cl. Reaction SMILES: [CH3:15][CH2:16][OH:17].[Cl:1][c:2]1[c:3]([CH:4]=[O:5])[cH:6][cH:7][cH:8][cH:9]1.[ClH:10].[NH2:11][OH:12].[Na+:14].[OH-:13].[OH2:18]>>[Cl:1][c:2]1[c:3]([CH:4]=[N:11][OH:12])[cH:6][cH:7][cH:8][cH:9]1.